Dataset: the Open Reaction Database (ORD), a public repository of structured organic reaction records. Task: describe an organic reaction: reactants, conditions, products, and yield Reactants: COC(=O)C=1C(=NC2=C(C=CC=C2C1C1=CC=CC=C1)CC)Cl (2-Chloro-8-ethyl-4-phenyl-quinoline-3-carboxylic acid methyl ester), N1CCCC1 (pyrrolidine). The product is C(C)C=1C=CC=C2C(=C(C(=NC12)N1CCCC1)C(=O)O)C1=CC=CC=C1 (8-Ethyl-4-phenyl-2-pyrrolidin-1-yl-quinoline-3-carboxylic acid). As a reaction SMILES: C[O:2][C:3]([C:5]1[C:6](Cl)=[N:7][C:8]2[C:13]([C:14]=1[C:15]1[CH:20]=[CH:19][CH:18]=[CH:17][CH:16]=1)=[CH:12][CH:11]=[CH:10][C:9]=2[CH2:21][CH3:22])=[O:4].[NH:24]1[CH2:28][CH2:27][CH2:26][CH2:25]1>>[CH2:21]([C:9]1[CH:10]=[CH:11][CH:12]=[C:13]2[C:8]=1[N:7]=[C:6]([N:24]1[CH2:28][CH2:27][CH2:26][CH2:25]1)[C:5]([C:3]([OH:4])=[O:2])=[C:14]2[C:15]1[CH:20]=[CH:19][CH:18]=[CH:17][CH:16]=1)[CH3:22]. Procedure details: The title compound was prepared in analogy to example 43 step E from 2-chloro-8-ethyl-4-phenyl-quinoline-3-carboxylic acid methyl ester (prepared as described in example 43 step D) and pyrrolidine. Yellow solid. MS (ESI): 347.2 (M+H)+. Yield: 45.6%. Reported procedure: A mixture of 5-(4-methoxyphenyl)-1-(6-methoxypyridin-3-yl)-1H-1,2,4-triazol-3-ol (300 mg, 1.01 mmol), potassium carbonate (417 mg, 3.02 mmol), and 2-iodo-1,1,1-trifluoroethane (0.496 mL, 5.03 mmol) in dimethyl sulfoxide (1.5 mL) were heated at 100° C. for 1 hour. After cooling, ice water and ethyl acetate were poured into the mixture and the organic layer was separated, washed with brine, and dried over magnesium sulfate. The solvent was removed under reduced pressure. The residue was purified b... RXN SMILES: [CH3:1][O:2][C:3]1[CH:8]=[CH:7][C:6]([C:9]2[N:13]([C:14]3[CH:15]=[N:16][C:17]([O:20][CH3:21])=[CH:18][CH:19]=3)[N:12]=[C:11]([OH:22])[N:10]=2)=[CH:5][CH:4]=1.C(=O)([O-])[O-].[K+].[K+].I[CH2:30][C:31]([F:34])([F:33])[F:32].C(OCC)(=O)C>CS(C)=O>[CH3:21][O:20][C:17]1[CH:18]=[CH:19][C:14]([N:13]2[C:9]([C:6]3[CH:7]=[CH:8][C:3]([O:2][CH3:1])=[CH:4][CH:5]=3)=[N:10][C:11]([O:22][CH2:30][C:31]([F:34])([F:33])[F:32])=[N:12]2)=[CH:15][N:16]=1 |f:1.2.3|. Starting materials: COC1=CC=C(C=C1)C1=NC(=NN1C=1C=NC(=CC1)OC)O (5-(4-methoxyphenyl)-1-(6-methoxypyridin-3-yl)-1H-1,2,4-triazol-3-ol), C([O-])([O-])=O.[K+].[K+] (potassium carbonate), ICC(F)(F)F (2-iodo-1,1,1-trifluoroethane), ice water, C(C)(=O)OCC (ethyl acetate). The product is COC1=NC=C(C=C1)N1N=C(N=C1C1=CC=C(C=C1)OC)OCC(F)(F)F (2-methoxy-5-(5-(4-methoxyphenyl)-3-(2,2,2-trifluoroethoxy)-1H-1,2,4-triazol-1-yl)pyridine). Reaction conditions: temperature 100 celsius. Run in CS(=O)C (dimethyl sulfoxide). The reactants are C(C1=CC=CC=C1)OC(NC1=CC=C(C=C1)OC)=O ((4-methoxy-phenyl)-carbamic acid benzyl ester), C(CCC)(=O)OC[C@@H]1CO1 ((S)-glycidyl butyrate). The product is OC[C@@H]1CN(C(O1)=O)C1=CC=C(C=C1)OC ((S)-5-Hydroxymethyl-3-(4-methoxy-phenyl)-oxazolidin-2-one). RXN SMILES: [CH2:1]([O:8][C:9](=[O:19])[NH:10][C:11]1[CH:16]=[CH:15][C:14]([O:17][CH3:18])=[CH:13][CH:12]=1)[C:2]1C=CC=CC=1.[C:20](OC[C@H]1OC1)(=[O:24])CCC>>[OH:24][CH2:20][C@H:1]1[O:8][C:9](=[O:19])[N:10]([C:11]2[CH:12]=[CH:13][C:14]([O:17][CH3:18])=[CH:15][CH:16]=2)[CH2:2]1. Reported procedure: Starting from (4-methoxy-phenyl)-carbamic acid benzyl ester (prepared from 4-methoxy-aniline and CbzCl according to procedure C) and (S)-glycidyl butyrate and following the procedure described for the preparation of intermediate 1.iii), the title compound was obtained as a grey solid (469 mg, 54%). The reactants are C(C1=CC=CC=C1)OC(=O)NC(C(=O)OCC1=CC=CC=C1)CCP(=O)(OC1=CC=CC=C1)OCCCC (benzyl 2-(N-benzyloxycarbonylamino)-4-[butyl(phenyl)phosphono]butanoate), [H][H] (hydrogen). Reagents/catalysts: [C].[Pd] (palladium-carbon). The solvent is solvent, CO (methanol), O (water). The product is NC(C(=O)O)CCP(=O)(OC1=CC=CC=C1)OCCCC (2-amino-4-[butyl(phenyl)phosphono]butanoic acid). Yield: 74.6%. Reaction SMILES: C(OC([NH:11][CH:12]([CH2:23][CH2:24][P:25]([O:34][CH2:35][CH2:36][CH2:37][CH3:38])([O:27][C:28]1[CH:33]=[CH:32][CH:31]=[CH:30][CH:29]=1)=[O:26])[C:13]([O:15]CC1C=CC=CC=1)=[O:14])=O)C1C=CC=CC=1.[H][H]>CO.O.[C].[Pd]>[NH2:11][CH:12]([CH2:23][CH2:24][P:25]([O:34][CH2:35][CH2:36][CH2:37][CH3:38])([O:27][C:28]1[CH:33]=[CH:32][CH:31]=[CH:30][CH:29]=1)=[O:26])[C:13]([OH:15])=[O:14] |f:4.5|. Procedure: Next, 0.64 g (1.19 mmol) of benzyl 2-(N-benzyloxycarbonylamino)-4-[butyl(phenyl)phosphono]butanoate was dissolved in 20 mL of a solvent mixture of methanol and water at 3:1 and mixed with 200 mg of 5% palladium-carbon and hydrogen gas was introduced for 75 minutes. The palladium-carbon was removed by Celite filtration and the filtrate was vacuum-concentrated. The residue was purified by medium pressure reversed-phase column chromatography ODS-S-50B. The column was eluted with a linear gradient o...